This data is from the Open Reaction Database (ORD), a public repository of structured organic reaction records. The task is: describe an organic reaction: reactants, conditions, products, and yield Reactants: CN(C)C=O, N#Cc1cccc(-c2cc(Cl)ncn2)c1, N#C[Cu]C#N. The product is N#Cc1cccc(-c2cc(C#N)ncn2)c1. RXN SMILES: [CH3:21][N:22]([CH3:23])[CH:24]=[O:25].[Cl:1][c:2]1[n:3][cH:4][n:5][c:6](-[c:8]2[cH:9][c:10]([C:14]#[N:15])[cH:11][cH:12][cH:13]2)[cH:7]1.[Cu:16]([C:17]#[N:18])[C:19]#[N:20]>>[c:2]1([C:17]#[N:18])[n:3][cH:4][n:5][c:6](-[c:8]2[cH:9][c:10]([C:14]#[N:15])[cH:11][cH:12][cH:13]2)[cH:7]1. Reactants: COC1=CC=C(C=C1)CC#N (4-methoxyphenyl acetonitrile), [K+].[Br-] (KBr), [N+](=O)(O)[O-] (nitric acid). Reagents/catalysts: [Cl-].C(CCC)[N+](CCCC)(CCCC)CCCC (tetrabutylammonium chloride). Solvent: ClC(C)Cl (dichloroethane), ClCCl (dichloromethane). Reaction conditions: time 20 hour. Yields the product BrC=1C=C(C=CC1OC)CC#N ((3-Bromo-4-methoxy-phenyl)-acetonitrile). Isolated yield 69.9%. Reaction SMILES: [CH3:1][O:2][C:3]1[CH:8]=[CH:7][C:6]([CH2:9][C:10]#[N:11])=[CH:5][CH:4]=1.[K+].[Br-:13].[N+]([O-])(O)=O>[Cl-].C([N+](CCCC)(CCCC)CCCC)CCC.ClC(Cl)C.ClCCl>[Br:13][C:4]1[CH:5]=[C:6]([CH2:9][C:10]#[N:11])[CH:7]=[CH:8][C:3]=1[O:2][CH3:1] |f:1.2,4.5|. Procedure details: To a mixture of compound 4-methoxyphenyl acetonitrile (5.88 g, 40 mmol), KBr (9.52 g, 80 mmol), tetrabutylammonium chloride (332 mg, 1.2 mmol) in dichloroethane (80 mL), was added 21% w/w nitric acid (48 g, 160 mmol). The reaction mixture was stirred at rt for 20 h, diluted with dichloromethane (80 mL) and washed with sat. NaHCO3 aq. (2×50 mL), water (2×50 mL), brine and dried over Na2SO4. After removal of solvent under vacuum, the residue was triturated with Et2O (10 ml)/hexanes (40 ml) to give... The reactants are [Si](C)(C)(C(C)(C)C)OC1=C(C=CC=C1)CO ((2-([tert-butyl(dimethyl)silyl]oxy}phenyl)methanol), C(Br)(Br)(Br)Br (carbon tetrabromide), C1(=CC=CC=C1)P(C1=CC=CC=C1)C1=CC=CC=C1 (triphenylphosphine). Solvent: C(C)#N (acetonitrile). Conditions: time 16 hour. Product: BrCC1=C(O[Si](C)(C)C(C)(C)C)C=CC=C1 ([2-(Bromomethyl)phenoxy](tert-butyl)dimethylsilane). RXN SMILES: [Si:1]([O:8][C:9]1[CH:14]=[CH:13][CH:12]=[CH:11][C:10]=1[CH2:15]O)([C:4]([CH3:7])([CH3:6])[CH3:5])([CH3:3])[CH3:2].C(Br)(Br)(Br)[Br:18].C1(P(C2C=CC=CC=2)C2C=CC=CC=2)C=CC=CC=1>C(#N)C>[Br:18][CH2:15][C:10]1[CH:11]=[CH:12][CH:13]=[CH:14][C:9]=1[O:8][Si:1]([C:4]([CH3:7])([CH3:6])[CH3:5])([CH3:3])[CH3:2]. Reported procedure: [2-(Bromomethyl)phenoxy](tert-butyl)dimethylsilane was prepared according to the literature procedure (J. Chem. Soc. Perkin Trans.1; 1988; 1417). To a solution of (2-([tert-butyl(dimethyl)silyl]oxy}phenyl)methanol (9.9 g/41.5 mmol) in acetonitrile (200 ml) was added carbon tetrabromide (14.5 g/43.6 mmol), triphenylphosphine (11.4 g/43.6 mmol) successively at 0° C., and then the resulting solution was stirred at room temperature for 16 hours. The solvent was evaporated. The residue was purified b... Reactants: Cc1nc(-c2ccc(-n3cc[nH]c3=O)cc2)cs1, CC1OC1(Cn1cncn1)c1ccc(F)cc1F. The product is Cc1nc(-c2ccc(-n3ccn(C(C)C(O)(Cn4cncn4)c4ccc(F)cc4F)c3=O)cc2)cs1. As a reaction SMILES: [CH3:19][c:20]1[s:21][cH:22][c:23](-[c:25]2[cH:26][cH:27][c:28](-[n:31]3[c:32](=[O:36])[nH:33][cH:34][cH:35]3)[cH:29][cH:30]2)[n:24]1.[F:1][c:2]1[c:3]([C:9]2([CH2:13][n:14]3[n:15][cH:16][n:17][cH:18]3)[O:10][CH:11]2[CH3:12])[cH:4][cH:5][c:6]([F:8])[cH:7]1>>[F:1][c:2]1[c:3]([C:9]([OH:10])([CH:11]([CH3:12])[n:33]2[c:32](=[O:36])[n:31](-[c:28]3[cH:27][cH:26][c:25](-[c:23]4[cH:22][s:21][c:20]([CH3:19])[n:24]4)[cH:30][cH:29]3)[cH:35][cH:34]2)[CH2:13][n:14]2[n:15][cH:16][n:17][cH:18]2)[cH:4][cH:5][c:6]([F:8])[cH:7]1. Starting materials: ClC=1C=C(C=CC1F)NC=1C=CC2=C(C(OC(N2)=O)(C=2SC=CC2)CC)C1 (6-[(3-chloro-4-fluorophenyl)amino]-4-ethyl-4-thien-2-yl-1,4-dihydro-2H-3,1-benzoxazin-2-one), CC(C)([O-])C.[K+] (potassium t-butoxide), CI (methyl iodide). Run in CN(C)C=O (DMF). Reaction conditions: time 10 minute. Yields the product ClC=1C=C(C=CC1F)NC=1C=CC2=C(C(OC(N2C)=O)(C=2SC=CC2)CC)C1 (6-[(3-chloro-4-fluorophenyl)amino]-4-ethyl-1-methyl-4-thien-2-yl-1,4-dihydro-2H-3,1-benzoxazin-2-one). Isolated yield 73.8%. As a reaction SMILES: [Cl:1][C:2]1[CH:3]=[C:4]([NH:9][C:10]2[CH:11]=[CH:12][C:13]3[NH:18][C:17](=[O:19])[O:16][C:15]([CH2:25][CH3:26])([C:20]4[S:21][CH:22]=[CH:23][CH:24]=4)[C:14]=3[CH:27]=2)[CH:5]=[CH:6][C:7]=1[F:8].[CH3:28]C(C)([O-])C.[K+].CI>CN(C=O)C>[Cl:1][C:2]1[CH:3]=[C:4]([NH:9][C:10]2[CH:11]=[CH:12][C:13]3[N:18]([CH3:28])[C:17](=[O:19])[O:16][C:15]([CH2:25][CH3:26])([C:20]4[S:21][CH:22]=[CH:23][CH:24]=4)[C:14]=3[CH:27]=2)[CH:5]=[CH:6][C:7]=1[F:8] |f:1.2|. Procedure: To a stirred solution of 6-[(3-chloro-4-fluorophenyl)amino]-4-ethyl-4-thien-2-yl-1,4-dihydro-2H-3,1-benzoxazin-2-one (0.16 g, 0.39 mmol) in DMF (4 mL) was added potassium t-butoxide (0.05 g, 0.42 mmol) at room temperature. After 10 minutes, methyl iodide (0.05 mL, 0.80 mmol) was added. After 45 minutes, the reaction solution was quenched with ammonium chloride solution (sat) and extracted with ethyl acetate. The organic layer washed several times with brine and dried over magnesium sulfate. The ... Starting materials: O=C([O-])O, ClC(Cl)Cl, S=C(Cl)Cl, [Na+], O, Nc1ccc(OCCn2ccnc2)cc1. Yields the product S=C=Nc1ccc(OCCn2ccnc2)cc1. As a reaction SMILES: [C:16](=[O:17])([OH:18])[O-:19].[CH:25]([Cl:26])([Cl:27])[Cl:28].[Cl:21][C:22]([Cl:23])=[S:24].[Na+:20].[OH2:29].[n:1]1([CH2:6][CH2:7][O:8][c:9]2[cH:10][cH:11][c:12]([NH2:15])[cH:13][cH:14]2)[cH:2][n:3][cH:4][cH:5]1>>[n:1]1([CH2:6][CH2:7][O:8][c:9]2[cH:10][cH:11][c:12]([N:15]=[C:22]=[S:24])[cH:13][cH:14]2)[cH:2][n:3][cH:4][cH:5]1.